Dataset: the Open Reaction Database (ORD), a public repository of structured organic reaction records. Task: describe an organic reaction: reactants, conditions, products, and yield Reactants: CC(C)(Br)C(=O)O, CCC(C)=O, CCOCC, Cc1cccc(O)c1C, Cl, [Na+], [OH-], O. Product: Cc1cccc(OC(C)(C)C(=O)O)c1C. Reaction SMILES: [Br:12][C:13]([C:14](=[O:15])[OH:16])([CH3:17])[CH3:18].[CH2:26]([C:27]([CH3:28])=[O:29])[CH3:30].[CH3:20][CH2:21][O:22][CH2:23][CH3:24].[CH3:3][c:4]1[c:5]([OH:11])[cH:6][cH:7][cH:8][c:9]1[CH3:10].[ClH:19].[Na+:2].[OH-:1].[OH2:25]>>[CH3:3][c:4]1[c:5]([O:11][C:13]([C:14](=[O:15])[OH:16])([CH3:17])[CH3:18])[cH:6][cH:7][cH:8][c:9]1[CH3:10].